This data is from the Open Reaction Database (ORD), a public repository of structured organic reaction records. The task is: describe an organic reaction: reactants, conditions, products, and yield The reactants are C[SiH](C)OCC(C1CCC(CCS(=O)(=O)[O-])CC1)C(C)(C)C, CCOC(C)=O, CN(C)C=O, [N-]=[N+]=[N-], [Na+]. Product: C[SiH](C)OCC(C1CCC(CN=[N+]=[N-])CC1)C(C)(C)C. RXN SMILES: [C:1]([CH3:2])([CH3:3])([CH3:4])[CH:5]([CH2:6][O:7][SiH:8]([CH3:9])[CH3:10])[CH:11]1[CH2:12][CH2:13][CH:14]([CH2:17][CH2:18][S:19]([O-:20])(=[O:21])=[O:22])[CH2:15][CH2:16]1.[CH3:27][CH2:28][O:29][C:30](=[O:31])[CH3:32].[CH3:33][N:34]([CH3:35])[CH:36]=[O:37].[N-:24]=[N+:25]=[N-:26].[Na+:23]>>[C:1]([CH3:2])([CH3:3])([CH3:4])[CH:5]([CH2:6][O:7][SiH:8]([CH3:9])[CH3:10])[CH:11]1[CH2:12][CH2:13][CH:14]([CH2:17][N:24]=[N+:25]=[N-:26])[CH2:15][CH2:16]1.